Dataset: the Open Reaction Database (ORD), a public repository of structured organic reaction records. Task: describe an organic reaction: reactants, conditions, products, and yield Starting materials: CC(C)(C)OC(=O)N1CCOC2(CCCC2)C1, ClCCl, O=C(O)C(F)(F)F. Product: C1CCC2(C1)CNCCO2. Reaction SMILES: [CH2:1]1[CH2:2][CH2:3][CH2:4][C:5]12[O:6][CH2:7][CH2:8][N:9]([C:11]([O:12][C:13]([CH3:14])([CH3:15])[CH3:16])=[O:17])[CH2:10]2.[Cl:25][CH2:26][Cl:27].[OH:18][C:19]([C:20]([F:21])([F:22])[F:23])=[O:24]>>[CH2:1]1[CH2:2][CH2:3][CH2:4][C:5]12[O:6][CH2:7][CH2:8][NH:9][CH2:10]2. Reactants: NCC(=O)O (Gly), N1[C@@H](CCC1=O)C(=O)N[C@H](C)C(=O)N[C@@H](CCCCNC(=O)OC(C)(C)C)C(=O)N[C@@H](CO)C(=O)N[C@@H](CCC(N)=O)C(=O)NCC(=O)NCC(=O)N[C@@H](CO)C(=O)N[C@@H](CC(N)=O)C(=O)OC(C)(C)C (pGlu-(D)-Ala-Lys(Boc)-Ser-Gln-Gly-Gly-Ser-Asn-OBut), Avicel, amino acid, N[C@@H](CC(O)=O)C(=O)O (Asp), N[C@@H](C)C(=O)O (Ala), N[C@@H](CCC(O)=O)C(=O)O (Glu), N[C@@H](CCCCN)C(=O)O (Lys), C(C)(=O)[O-] (acetate), Sephadex, Cl (HCl). Solvent: C(C)(=O)O (acetic acid), FC(C(=O)O)(F)F (trifluoroacetic acid), C(C)(=O)O (acetic acid), O (water). Run at time 60 minute. Yields the product N1[C@@H](CCC1=O)C(=O)N[C@H](C)C(=O)N[C@@H](CCCCN)C(=O)N[C@@H](CO)C(=O)N[C@@H](CCC(N)=O)C(=O)NCC(=O)NCC(=O)N[C@@H](CO)C(=O)N[C@@H](CC(N)=O)C(=O)O (pGlu-(D)-Ala-Lys-Ser-Gln-Gly-Gly-Ser-Asn-OH). Yield: 68.0%. As a reaction SMILES: [NH:1]1[C:5](=[O:6])[CH2:4][CH2:3][C@H:2]1[C:7]([NH:9][C@@H:10]([C:12]([NH:14][C@H:15]([C:28]([NH:30][C@H:31]([C:34]([NH:36][C@H:37]([C:43]([NH:45][CH2:46][C:47]([NH:49][CH2:50][C:51]([NH:53][C@H:54]([C:57]([NH:59][C@H:60]([C:65]([O:67]C(C)(C)C)=[O:66])[CH2:61][C:62](=[O:64])[NH2:63])=[O:58])[CH2:55][OH:56])=[O:52])=[O:48])=[O:44])[CH2:38][CH2:39][C:40](=[O:42])[NH2:41])=[O:35])[CH2:32][OH:33])=[O:29])[CH2:16][CH2:17][CH2:18][CH2:19][NH:20]C(OC(C)(C)C)=O)=[O:13])[CH3:11])=[O:8].C([O-])(=O)C.Cl.N[C@H](C(O)=O)CCCCN.N[C@H](C(O)=O)CC(=O)O.N[C@H](C(O)=O)CCC(=O)O.NCC(O)=O.N[C@H](C(O)=O)C>FC(F)(F)C(O)=O.O.C(O)(=O)C>[NH:1]1[C:5](=[O:6])[CH2:4][CH2:3][C@H:2]1[C:7]([NH:9][C@@H:10]([C:12]([NH:14][C@H:15]([C:28]([NH:30][C@H:31]([C:34]([NH:36][C@H:37]([C:43]([NH:45][CH2:46][C:47]([NH:49][CH2:50][C:51]([NH:53][C@H:54]([C:57]([NH:59][C@H:60]([C:65]([OH:67])=[O:66])[CH2:61][C:62](=[O:64])[NH2:63])=[O:58])[CH2:55][OH:56])=[O:52])=[O:48])=[O:44])[CH2:38][CH2:39][C:40](=[O:42])[NH2:41])=[O:35])[CH2:32][OH:33])=[O:29])[CH2:16][CH2:17][CH2:18][CH2:19][NH2:20])=[O:13])[CH3:11])=[O:8]. Procedure: In 2 ml of trifluoroacetic acid is dissolved 240 mg of pGlu-(D)-Ala-Lys(Boc)-Ser-Gln-Gly-Gly-Ser-Asn-OBut and the solution is allowed to stand at room temperature for 60 minutes. The trifluoroacetic acid is distilled off and the residue is precipitated with ether and recovered by filtration. The powders thus obtained are dissolved in 30 ml of water and the solution is passed through a column of Amberlite IRA-410 (acetate-form)(2×4 cm). The effluent is combined with washings and lyophilized. The ...